This data is from the Open Reaction Database (ORD), a public repository of structured organic reaction records. The task is: describe an organic reaction: reactants, conditions, products, and yield The reactants are [Al+3], O=C(NCc1ccccc1)c1n[nH]c(-c2ccc(CN3CCCCCC3)s2)n1, [H-], [H-], [H-], [H-], [Li+], [Na+], [Na+], C1CCOC1, O, O, O, O, O, O, O, O, O, O, O=S(=O)([O-])[O-]. Product: c1ccc(CNCc2n[nH]c(-c3ccc(CN4CCCCCC4)s3)n2)cc1. As a reaction SMILES: [Al+3:30].[CH2:1]([c:2]1[cH:3][cH:4][cH:5][cH:6][cH:7]1)[NH:8][C:9](=[O:10])[c:11]1[n:12][nH:13][c:14](-[c:16]2[s:17][c:18]([CH2:21][N:22]3[CH2:23][CH2:24][CH2:25][CH2:26][CH2:27][CH2:28]3)[cH:19][cH:20]2)[n:15]1.[H-:29].[H-:32].[H-:33].[H-:34].[Li+:31].[Na+:50].[Na+:51].[O:52]1[CH2:53][CH2:54][CH2:55][CH2:56]1.[OH2:35].[OH2:36].[OH2:37].[OH2:38].[OH2:39].[OH2:40].[OH2:41].[OH2:42].[OH2:43].[OH2:44].[S:45]([O-:46])([O-:47])(=[O:48])=[O:49]>>[CH2:1]([c:2]1[cH:3][cH:4][cH:5][cH:6][cH:7]1)[NH:8][CH2:9][c:11]1[n:12][nH:13][c:14](-[c:16]2[s:17][c:18]([CH2:21][N:22]3[CH2:23][CH2:24][CH2:25][CH2:26][CH2:27][CH2:28]3)[cH:19][cH:20]2)[n:15]1. The reactants are BrBr (Bromine), ClC1=C(C(=CC(=C1)C(F)(F)F)C#N)N1C=NC(=CC1=O)C(F)(F)F (1-(2-chloro-6-cyano-4-trifluoromethylphenyl)-4-trifluoromethylpyrimidin-6-one), O.O.O.C(C)(=O)[O-].[Na+] (sodium acetate trihydrate). The solvent is C(C)(=O)O (acetic acid). Conditions: time 6 hour. Yields the product ClC1=C(C(=CC(=C1)C(F)(F)F)C#N)N1CN(C(=CC1=O)C(F)(F)F)Br (1-(2-chloro-6-cyano-4-trifluoromethylphenyl)-3-bromo-4-trifluoromethylpyrimidin-6-one). Reaction SMILES: [Br:1]Br.[Cl:3][C:4]1[CH:9]=[C:8]([C:10]([F:13])([F:12])[F:11])[CH:7]=[C:6]([C:14]#[N:15])[C:5]=1[N:16]1[C:21](=[O:22])[CH:20]=[C:19]([C:23]([F:26])([F:25])[F:24])[N:18]=[CH:17]1.O.O.O.C([O-])(=O)C.[Na+]>C(O)(=O)C>[Cl:3][C:4]1[CH:9]=[C:8]([C:10]([F:11])([F:13])[F:12])[CH:7]=[C:6]([C:14]#[N:15])[C:5]=1[N:16]1[C:21](=[O:22])[CH:20]=[C:19]([C:23]([F:26])([F:24])[F:25])[N:18]([Br:1])[CH2:17]1 |f:2.3.4.5.6|. Procedure: Bromine (35mg) was added to a stirred solution of 1-(2-chloro-6-cyano-4-trifluoromethylphenyl)-4-trifluoromethylpyrimidin-6-one (70mg) and sodium acetate trihydrate (77mg) in acetic acid (3.5ml). After stirring for 6 hours, the reaction mixture was allowed to stand overnight, whereupon the solvent was evaporated under reduced pressure. The residual solid was dissolved in ethyl acetate and washed with water, followed by aqueous sodium bicarbonate solution and finally brine. After drying over anhy... Reactants: CC(C#C)(C)N1[C@@H](CC1)COC=1C=CC(=NC1)F (5-[1-(1,1-dimethyl-2-propynyl)-(2S)-azetidinylmethoxy]-2-fluoropyridine), C1(=CC=C(C=C1)S(=O)(=O)O)C (p-toluenesulfonic acid), monohydrate. Solvent: CCO (EtOH). Conditions: time 1 hour. Yields the product S(=O)(=O)(O)C1=CC=C(C)C=C1.CC(C#C)(C)N1[C@@H](CC1)COC=1C=CC(=NC1)F (5-[1-(1,1-Dimethyl-2-propynyl)-(2S)-azetidinylmethoxy]-2-fluoro-pyridine tosylate). Reaction SMILES: [CH3:1][C:2]([N:6]1[CH2:9][CH2:8][C@H:7]1[CH2:10][O:11][C:12]1[CH:13]=[CH:14][C:15]([F:18])=[N:16][CH:17]=1)([CH3:5])[C:3]#[CH:4].[C:19]1([CH3:29])[CH:24]=[CH:23][C:22]([S:25]([OH:28])(=[O:27])=[O:26])=[CH:21][CH:20]=1>CCO>[S:25]([C:22]1[CH:23]=[CH:24][C:19]([CH3:29])=[CH:20][CH:21]=1)([OH:28])(=[O:27])=[O:26].[CH3:5][C:2]([N:6]1[CH2:9][CH2:8][C@H:7]1[CH2:10][O:11][C:12]1[CH:13]=[CH:14][C:15]([F:18])=[N:16][CH:17]=1)([CH3:1])[C:3]#[CH:4] |f:3.4|. Reported procedure: To a solution of 5-[1-(1,1-dimethyl-2-propynyl)-(2S)-azetidinylmethoxy]-2-fluoropyridine (58 mg, 0.23 mmol) from step 111a above in EtOH (3 mL) was added p-toluenesulfonic acid.monohydrate (44 mg, 0.23 mmol). The solution was stirred for 1 hour, then the volatiles were removed under vacuum. The solid was triturated with Et2O then dried under high vacuum to afford 93 mg (95%) of the the title compound as a white solid: mp 155-157° C.; 1H NMR (D2O) δ1.55 (s, 3H), 1.62 (s, 3H), 2.40 (s, 3H), 2.55 (...